This data is from the Open Reaction Database (ORD), a public repository of structured organic reaction records. The task is: describe an organic reaction: reactants, conditions, products, and yield Starting materials: CN1C(NC2=CC=CC(=C2C1=O)I)=O (3-methyl-5-iodo-1,2,3,4-tetrahydro-2,4-dioxo-quinazoline), C1(CC1)C1=NC(=NO1)C[N+]#[C-] (5-cyclopropyl-3-isocyanomethyl-1,2,4-oxadiazole). Yields the product C1(CC1)C1=NC(=NO1)C=1N=CN2C1N(C(C1=C(C=CC=C21)I)=O)C (3-(5-cyclopropyl-1,2,4-oxadiazol-3-yl)-4,5-dihydro-4-methyl-5-oxo-6-iodo-imidazo(1,5-a)quinazoline). As a reaction SMILES: [CH3:1][N:2]1[C:11](=[O:12])[C:10]2[C:5](=[CH:6][CH:7]=[CH:8][C:9]=2[I:13])[NH:4][C:3]1=O.[CH:15]1([C:18]2[O:22][N:21]=[C:20]([CH2:23][N+:24]#[C-:25])[N:19]=2)[CH2:17][CH2:16]1>>[CH:15]1([C:18]2[O:22][N:21]=[C:20]([C:23]3[N:24]=[CH:25][N:4]4[C:5]5[C:10](=[C:9]([I:13])[CH:8]=[CH:7][CH:6]=5)[C:11](=[O:12])[N:2]([CH3:1])[C:3]=34)[N:19]=2)[CH2:17][CH2:16]1. Reported procedure: M.p. 217°-220° C. by reaction between 3-methyl-5-iodo-1,2,3,4-tetrahydro-2,4-dioxo-quinazoline and 5-cyclopropyl-3-isocyanomethyl-1,2,4-oxadiazole. The reactants are BrC1=C(C=CC(=C1)F)C1N=C(NC(=C1C(=O)OCC)CBr)C=1SC=CN1 (Ethyl 4-(2-bromo-4-fluorophenyl)-6-(bromomethyl)-2-(thiazol-2-yl)-1,4-dihydropyrimidine-5-carboxylate), N1C(COCC1)CC(C(=O)OCC)C(=O)OCC (diethyl 2-(morpholin-3-ylmethyl)malonate). The product is BrC1=C(C=CC(=C1)F)C1C(=C(NC(=N1)C=1SC=CN1)CN1C(COCC1)CC(C(=O)OCC)C(=O)OCC)C(=O)OCC (Diethyl 2-((4-((6-(2-bromo-4-fluorophenyl)-5-(ethoxycarbonyl)-2-(thiazol-2-yl)-3,6-dihydropyrimidin-4-yl)methyl)morpholin-3-yl)methyl)malonate). The yield is 30.7%. Reaction SMILES: [Br:1][C:2]1[CH:7]=[C:6]([F:8])[CH:5]=[CH:4][C:3]=1[CH:9]1[C:14]([C:15]([O:17][CH2:18][CH3:19])=[O:16])=[C:13]([CH2:20]Br)[NH:12][C:11]([C:22]2[S:23][CH:24]=[CH:25][N:26]=2)=[N:10]1.[NH:27]1[CH2:32][CH2:31][O:30][CH2:29][CH:28]1[CH2:33][CH:34]([C:40]([O:42][CH2:43][CH3:44])=[O:41])[C:35]([O:37][CH2:38][CH3:39])=[O:36]>>[Br:1][C:2]1[CH:7]=[C:6]([F:8])[CH:5]=[CH:4][C:3]=1[CH:9]1[N:10]=[C:11]([C:22]2[S:23][CH:24]=[CH:25][N:26]=2)[NH:12][C:13]([CH2:20][N:27]2[CH2:32][CH2:31][O:30][CH2:29][CH:28]2[CH2:33][CH:34]([C:40]([O:42][CH2:43][CH3:44])=[O:41])[C:35]([O:37][CH2:38][CH3:39])=[O:36])=[C:14]1[C:15]([O:17][CH2:18][CH3:19])=[O:16]. Procedure details: Ethyl 4-(2-bromo-4-fluorophenyl)-6-(bromomethyl)-2-(thiazol-2-yl)-1,4-dihydropyrimidine-5-carboxylate (0.77 g, 1.53 mmol) was reacted with diethyl 2-(morpholin-3-ylmethyl)malonate (0.4 g, 1.53 mmol) according to the procedure as described in Example 24 to give the title compound as a pale yellow solid (0.32 g, 47%). The compound was characterized by the following spectroscopic data: Starting materials: CS(C)=O, CO, C[O-], COc1ccc(-c2c(Cl)c(CCl)nc3sc4c(c23)CCSC4)cc1, [Na+], O=C1CCC(=O)N1, O. The product is COc1ccc(-c2c(Cl)c(CN3C(=O)CCC3=O)nc3sc4c(c23)CCSC4)cc1. Reaction SMILES: [CH3:1][S:2](=[O:3])[CH3:4].[CH3:40][OH:41].[CH3:5][O-:6].[Cl:15][c:16]1[c:17](-[c:31]2[cH:32][cH:33][c:34]([O:37][CH3:38])[cH:35][cH:36]2)[c:18]2[c:19]([n:20][c:21]1[CH2:22][Cl:23])[s:24][c:25]1[c:26]2[CH2:27][CH2:28][S:29][CH2:30]1.[Na+:7].[O:8]=[C:9]1[CH2:10][CH2:11][C:12](=[O:13])[NH:14]1.[OH2:39]>>[O:8]=[C:9]1[CH2:10][CH2:11][C:12](=[O:13])[N:14]1[CH2:22][c:21]1[c:16]([Cl:15])[c:17](-[c:31]2[cH:32][cH:33][c:34]([O:37][CH3:38])[cH:35][cH:36]2)[c:18]2[c:19]([n:20]1)[s:24][c:25]1[c:26]2[CH2:27][CH2:28][S:29][CH2:30]1. The reactants are C(=O)(C(F)(F)F)O (TFA), N1=C(N=CC=C1)N1CCC(CC1)NC(OC(C)(C)C)=O (tert-butyl 1-(pyrimidine-2-yl)piperidin-4-ylcarbamate). Solvent: C(Cl)Cl (DCM). Conditions: time 2 hour. Product: N1=C(N=CC=C1)N1CCC(CC1)N (1-(pyrimidin-2-yl)piperidin-4-amine). Isolated yield 91.5%. RXN SMILES: C(O)(C(F)(F)F)=O.[N:8]1[CH:13]=[CH:12][CH:11]=[N:10][C:9]=1[N:14]1[CH2:19][CH2:18][CH:17]([NH:20]C(=O)OC(C)(C)C)[CH2:16][CH2:15]1>C(Cl)Cl>[N:8]1[CH:13]=[CH:12][CH:11]=[N:10][C:9]=1[N:14]1[CH2:15][CH2:16][CH:17]([NH2:20])[CH2:18][CH2:19]1. Procedure details: TFA (7.87 mL, 103 mmol) was added to a solution of tert-butyl 1-(pyrimidine-2-yl)piperidin-4-ylcarbamate (2.86 g, 10.3 mmol) in DCM (60 mL) at at 0° C. The reaction mixture was stirred for 2 h at room temperature and removed the solvent under reduced pressure. The residue was re-dissolved in DCM, and neutralized with aq. Na2HCO3. The solvents were removed by evaporation, the resulting residue was purified by column chromatography (DCM:MeOH:NH4OH=10:1:0.1) to give 1-(pyrimidin-2-yl)piperidin-4-am...